describe an organic reaction: reactants, conditions, products, and yield From a dataset of the Open Reaction Database (ORD), a public repository of structured organic reaction records. As a reaction SMILES: [Br:16][CH2:17][CH2:18][CH2:19][CH2:20][O:21][c:22]1[c:23]([O:31][CH3:32])[cH:24][c:25]([C:28]([CH3:29])=[O:30])[cH:26][cH:27]1.[CH3:33][C:34]#[N:35].[N:1]1([c:7]2[n:8][s:9][c:10]3[c:11]2[cH:12][cH:13][cH:14][cH:15]3)[CH2:2][CH2:3][NH:4][CH2:5][CH2:6]1>>[N:1]1([c:7]2[n:8][s:9][c:10]3[c:11]2[cH:12][cH:13][cH:14][cH:15]3)[CH2:2][CH2:3][N:4]([CH2:17][CH2:18][CH2:19][CH2:20][O:21][c:22]2[c:23]([O:31][CH3:32])[cH:24][c:25]([C:28]([CH3:29])=[O:30])[cH:26][cH:27]2)[CH2:5][CH2:6]1. Product: COc1cc(C(C)=O)ccc1OCCCCN1CCN(c2nsc3ccccc23)CC1. Starting materials: COc1cc(C(C)=O)ccc1OCCCCBr, CC#N, c1ccc2c(N3CCNCC3)nsc2c1. Reactants: C(C)(=O)ON=C(C(C)=O)C(C)=O (3-(acetoxyimino)pentane-2,4-dione), C(\C=C\CCC)=O ((E)-hex-2-enal). Reagents/catalysts: C(C)(C)NC(C)C (diisopropylamine). The solvent is C1(=CC=CC=C1)C (toluene), C1(=CC=CC=C1)C (toluene). Product: CON=C(C(C)=O)C(C)=O (3-(Methoxyimino)pentane-2,4-dione). Reaction SMILES: [C:1]([O:4][N:5]=[C:6]([C:10](=[O:12])[CH3:11])[C:7](=[O:9])[CH3:8])(=O)C.C(=O)/C=C/CCC>C1(C)C=CC=CC=1.C(NC(C)C)(C)C>[CH3:1][O:4][N:5]=[C:6]([C:10](=[O:12])[CH3:11])[C:7](=[O:9])[CH3:8]. Reported procedure: To a solution of 3-(acetoxyimino)pentane-2,4-dione 12 (0.2 mmol, 1.0 eq) and (E)-hex-2-enal (0.5 mmol, 2.5 eq) in toluene (0.8 mL) was added catalyst VII (0.04 mmol, 0.2 eq) in toluene (0.2 mL) at room temperature. The resulting mixture was stirred vigorously. After 12 hours the reaction still didn't proceed. Reactants: C(C1=CC=CC=C1)N1N=C(C2=CC=CC=C12)C=1OC(=CC1)C(=O)Cl (1-benzyl-3-(5-chlorocarbonyl-2-furyl)indazole), solution, CN (methylamine), ice water. Run in C1CCOC1 (THF), C1CCOC1 (THF), C1CCOC1 (THF). Run at time 1 hour. The product is C(C1=CC=CC=C1)N1N=C(C2=CC=CC=C12)C=1OC(=CC1)C(NC)=O (1-Benzyl-3-(5-(N-methylcarbamoyl)-2-furyl)indazole). Reaction SMILES: [CH3:1][NH2:2].[CH2:3]([N:10]1[C:18]2[C:13](=[CH:14][CH:15]=[CH:16][CH:17]=2)[C:12]([C:19]2[O:20][C:21]([C:24](Cl)=[O:25])=[CH:22][CH:23]=2)=[N:11]1)[C:4]1[CH:9]=[CH:8][CH:7]=[CH:6][CH:5]=1>C1COCC1>[CH2:3]([N:10]1[C:18]2[C:13](=[CH:14][CH:15]=[CH:16][CH:17]=2)[C:12]([C:19]2[O:20][C:21]([C:24](=[O:25])[NH:2][CH3:1])=[CH:22][CH:23]=2)=[N:11]1)[C:4]1[CH:9]=[CH:8][CH:7]=[CH:6][CH:5]=1. Reported procedure: 2.97 ml (5.94 mmol) of a 2M solution of methylamine in THF were initially charged in 20 ml of THF, and a solution of 0.8 g (2.4 mmol) of 1-benzyl-3-(5-chlorocarbonyl-2-furyl)indazole in 10 ml of THF was added dropwise at RT. After 1 h, the mixture was poured into ice-water and the oil that separated off was extracted with ethyl acetate. The organic phase was washed with 1N hydrochloric acid, dried and concentrated using a rotary evaporator. The crude product was recrystallized from isopropanol. ...